describe an organic reaction: reactants, conditions, products, and yield From a dataset of the Open Reaction Database (ORD), a public repository of structured organic reaction records. Reactants: ClCCl, COC(=O)CNc1ccc2c(c1)NC(=O)C2=C(Nc1ccc(CN2CCCCC2)cc1)c1ccccc1, CO, Cl, [Na+], [OH-]. Yields the product O=C(O)CNc1ccc2c(c1)NC(=O)C2=C(Nc1ccc(CN2CCCCC2)cc1)c1ccccc1. RXN SMILES: [CH2:43]([Cl:44])[Cl:45].[CH3:1][O:2][C:3](=[O:4])[CH2:5][NH:6][c:7]1[cH:8][cH:9][c:10]2[c:14]([cH:15]1)[NH:13][C:12](=[O:16])[C:11]2=[C:17]([c:18]1[cH:19][cH:20][cH:21][cH:22][cH:23]1)[NH:24][c:25]1[cH:26][cH:27][c:28]([CH2:31][N:32]2[CH2:33][CH2:34][CH2:35][CH2:36][CH2:37]2)[cH:29][cH:30]1.[CH3:41][OH:42].[ClH:40].[Na+:39].[OH-:38]>>[O:2]=[C:3]([OH:4])[CH2:5][NH:6][c:7]1[cH:8][cH:9][c:10]2[c:14]([cH:15]1)[NH:13][C:12](=[O:16])[C:11]2=[C:17]([c:18]1[cH:19][cH:20][cH:21][cH:22][cH:23]1)[NH:24][c:25]1[cH:26][cH:27][c:28]([CH2:31][N:32]2[CH2:33][CH2:34][CH2:35][CH2:36][CH2:37]2)[cH:29][cH:30]1. As a reaction SMILES: [C-:48]#[N:49].[Cl:1][c:2]1[cH:3][c:4]2[cH:5][n:6]([CH2:40][O:41][CH2:42][CH2:43][Si:44]([CH3:45])([CH3:46])[CH3:47])[n:7][c:8]2[c:9]([CH:11]([CH2:12][O:13][S:14]([CH3:15])(=[O:16])=[O:17])[O:18][CH2:19][C:20]2([c:33]3[cH:34][cH:35][c:36]([F:39])[cH:37][cH:38]3)[CH2:21][CH2:22][N:23]([C:26](=[O:27])[O:28][C:29]([CH3:30])([CH3:31])[CH3:32])[CH2:24][CH2:25]2)[cH:10]1.[Na+:50].[O:51]=[CH:52][N:53]([CH3:54])[CH3:55]>>[Cl:1][c:2]1[cH:3][c:4]2[cH:5][n:6]([CH2:40][O:41][CH2:42][CH2:43][Si:44]([CH3:45])([CH3:46])[CH3:47])[n:7][c:8]2[c:9]([CH:11]([CH2:12][C:48]#[N:49])[O:18][CH2:19][C:20]2([c:33]3[cH:34][cH:35][c:36]([F:39])[cH:37][cH:38]3)[CH2:21][CH2:22][N:23]([C:26](=[O:27])[O:28][C:29]([CH3:30])([CH3:31])[CH3:32])[CH2:24][CH2:25]2)[cH:10]1. The product is CC(C)(C)OC(=O)N1CCC(COC(CC#N)c2cc(Cl)cc3cn(COCC[Si](C)(C)C)nc23)(c2ccc(F)cc2)CC1. Starting materials: [C-]#N, CC(C)(C)OC(=O)N1CCC(COC(COS(C)(=O)=O)c2cc(Cl)cc3cn(COCC[Si](C)(C)C)nc23)(c2ccc(F)cc2)CC1, [Na+], CN(C)C=O. Starting materials: [H-].[Na+] (Sodium hydride), C(C)OC(CC#N)=O (ethylcyanoacetate), BrC1=CC(=CS1)C(=O)N1CCCC2CCCCC12 ((5-bromo-thiophen-3-yl)-(octahydro-quinolin-1-yl)-methanone). Reagents/catalysts: Cl[Pd]([P](C1=CC=CC=C1)(C2=CC=CC=C2)C3=CC=CC=C3)([P](C4=CC=CC=C4)(C5=CC=CC=C5)C6=CC=CC=C6)Cl (PdCl2(PPh3)2). Run in C1CCOC1 (THF), C1CCOC1 (THF). Run at temperature 60 celsius, time 10 minute. Product: C(C)OC(C(C=1SC=C(C1)C(=O)N1CCC[C@@H]2CCCC[C@H]12)C#N)=O (cis-Cyano-[4-(octahydro-quinoline-1-carbonyl)-thiophen-2-yl]-acetic acid ethyl ester). Isolated yield 55.3%. Reaction SMILES: [H-].[Na+].[CH2:3]([O:5][C:6](=[O:10])[CH2:7][C:8]#[N:9])[CH3:4].Br[C:12]1[S:16][CH:15]=[C:14]([C:17]([N:19]2[CH:28]3[CH:23]([CH2:24][CH2:25][CH2:26][CH2:27]3)[CH2:22][CH2:21][CH2:20]2)=[O:18])[CH:13]=1>C1COCC1.Cl[Pd](Cl)([P](C1C=CC=CC=1)(C1C=CC=CC=1)C1C=CC=CC=1)[P](C1C=CC=CC=1)(C1C=CC=CC=1)C1C=CC=CC=1>[CH2:3]([O:5][C:6](=[O:10])[CH:7]([C:8]#[N:9])[C:12]1[S:16][CH:15]=[C:14]([C:17]([N:19]2[C@@H:28]3[C@@H:23]([CH2:24][CH2:25][CH2:26][CH2:27]3)[CH2:22][CH2:21][CH2:20]2)=[O:18])[CH:13]=1)[CH3:4] |f:0.1,^1:36,55|. Procedure details: Sodium hydride (60% dispersion in mineral oil; 400 mg) was added to a solution of ethylcyanoacetate (0.450 g) in THF (10 mL) and the mixture stirred for 10 minutes. A solution of (5-bromo-thiophen-3-yl)-(octahydro-quinolin-1-yl)-methanone (0.326 g) and PdCl2(PPh3)2 (0.035 g) in THF (2 mL) was then added dropwise and the mixture heated to 60° C. overnight. The solvent was evaporated and the residue purified by flash chromatography on silica, washing with cyclohexane and ethyl acetate. The fractio... The reactants are C1(=CC=CC2=CC=CC=C12)O (α-naphthol), NC1=CC=CC=C1 (aniline), C1(=CC=CC=C1)OP(OC1=CC=CC=C1)OC1=CC=CC=C1 (triphenylphosphite). Run in O (water). Reaction conditions: temperature 180 celsius, time 4 hour. Product: C1(=CC=CC=C1)NC1=CC=CC2=CC=CC=C12 (N-phenyl-α-naphthylamine). The yield is 95.0%. Reaction SMILES: [C:1]1(O)[C:10]2[C:5](=[CH:6][CH:7]=[CH:8][CH:9]=2)[CH:4]=[CH:3][CH:2]=1.[NH2:12][C:13]1[CH:18]=[CH:17][CH:16]=[CH:15][CH:14]=1.C1(OP(OC2C=CC=CC=2)OC2C=CC=CC=2)C=CC=CC=1>O>[C:13]1([NH:12][C:1]2[C:10]3[C:5](=[CH:6][CH:7]=[CH:8][CH:9]=3)[CH:4]=[CH:3][CH:2]=2)[CH:18]=[CH:17][CH:16]=[CH:15][CH:14]=1. Procedure: 144 parts of α-naphthol, 150 parts of aniline and 5 parts of triphenylphosphite are mixed and first heated to 180° C. The reaction commences, with elimination of water. The water is removed by means of a water separator and the aniline evolved is returned. The temperature rises to 210° in the course of 4 hours. After a further 4 hours at 212° C, the elimination of water has ended (18 parts of H2O). The reaction mixture is cooled to 150° C and the excess aniline is distilled off under reduced pre... Starting materials: CC1(NN(C=C1)C1=CC=C(C=C1)OC)C(=O)OCC (ethyl 3-methyl-1-(4-methoxyphenyl)-1H-pyrazolecarboxylate), [OH-].[K+] (potassium hydroxide). Solvent: C(C)O (ethanol). Conditions: time 5 hour. The product is CC1(NN(C=C1)C1=CC=C(C=C1)OC)C(=O)O (3-Methyl-1-(4-methoxyphenyl)-1H-pyrazolecarboxylic acid). The yield is 90.4%. Reaction SMILES: [CH3:1][C:2]1([C:15]([O:17]CC)=[O:16])[CH:6]=[CH:5][N:4]([C:7]2[CH:12]=[CH:11][C:10]([O:13][CH3:14])=[CH:9][CH:8]=2)[NH:3]1.[OH-].[K+]>C(O)C>[CH3:1][C:2]1([C:15]([OH:17])=[O:16])[CH:6]=[CH:5][N:4]([C:7]2[CH:12]=[CH:11][C:10]([O:13][CH3:14])=[CH:9][CH:8]=2)[NH:3]1 |f:1.2|. Procedure: A mixture of ethyl 3-methyl-1-(4-methoxyphenyl)-1H-pyrazolecarboxylate (0.01997 mol, 5.197 g) and potassium hydroxide (3.362 g, 3.0 eq.) in ethanol (70 mL) was stirred at ambient temperature for 5 h. The solvent was removed in vacuo and the residue was taken up in water. This was extracted with methylene chloride (3×) to remove unreacted starting material. The aqueous was made acidic (pH 3) by the dropwise addition of conc. HCl at 0° C. to give white precipitation of acid. The solid acid was obt...